This data is from the Open Reaction Database (ORD), a public repository of structured organic reaction records. The task is: describe an organic reaction: reactants, conditions, products, and yield Reactants: BrC=1C(=NC(=NC1)Cl)N (5-bromo-2-chloropyrimidin-4-amine), C(C)(C)N(C(C)C)CC (N,N-diisopropylethylamine), N1(CCNCC1)C(=O)OC(C)(C)C (tert-butyl piperazine-1-carboxylate). As a reaction SMILES: [Br:1][C:2]1[C:3]([NH2:9])=[N:4][C:5](Cl)=[N:6][CH:7]=1.C(N(CC)C(C)C)(C)C.[N:19]1([C:25]([O:27][C:28]([CH3:31])([CH3:30])[CH3:29])=[O:26])[CH2:24][CH2:23][NH:22][CH2:21][CH2:20]1>>[NH2:9][C:3]1[C:2]([Br:1])=[CH:7][N:6]=[C:5]([N:22]2[CH2:21][CH2:20][N:19]([C:25]([O:27][C:28]([CH3:31])([CH3:30])[CH3:29])=[O:26])[CH2:24][CH2:23]2)[N:4]=1. Yields the product NC1=NC(=NC=C1Br)N1CCN(CC1)C(=O)OC(C)(C)C (tert-Butyl 4-(4-amino-5-bromopyrimidin-2-yl)piperazine-1-carboxylate). Yield: 62.8%. Procedure: A 100 mL round bottom flask was charged with 5-bromo-2-chloropyrimidin-4-amine (8.0 g, 40 mmol), N,N-diisopropylethylamine (16.0 g, 120 mmol) and tert-butyl piperazine-1-carboxylate (11.0 g, 60 mmol). The resulting mixture was heated at reflux overnight. Work-up: the solvent was evaporated. The residue was re-crystallized from ethanol to afford 9.0 g (65%) of the product as a white solid. MS m/z: 358 (M+H+). Reported procedure: A solution of the compound of Step 7d (32 g, 0.1 mol) in 100 ml of 2M NH3 in methanol was stirred at 50° C. for 4 hours. The reaction mixture was subsequently concentrated in vacuo and purified on silica gel to give the desired compound of formula (XI) (18.5 g, 97%). As a reaction SMILES: [N:1]1([C:6]2[N:11]=[CH:10][C:9]([CH2:12][O:13][N:14]3C(=O)C4C(=CC=CC=4)C3=O)=[CH:8][CH:7]=2)[CH:5]=[CH:4][CH:3]=[N:2]1>N.CO>[N:1]1([C:6]2[N:11]=[CH:10][C:9]([CH2:12][O:13][NH2:14])=[CH:8][CH:7]=2)[CH:5]=[CH:4][CH:3]=[N:2]1. Solvent: N (NH3), CO (methanol). Isolated yield 97.0%. The reactants are N1(N=CC=C1)C1=CC=C(C=N1)CON1C(C2=CC=CC=C2C1=O)=O (2-(6-Pyrazol-1-yl-pyridin-3-ylmethoxy)-isoindole-1,3-dione). Yields the product N1(N=CC=C1)C1=CC=C(C=N1)CON (O-(6-Pyrazol-1-yl-pyridin-3-ylmethyl)-hydroxylamine), ( XI ). Starting materials: C1CCOC1, Oc1c[nH]c(-c2ccccc2)c1, O=C(O)C(F)(F)F, Cc1ccc(S(=O)(=O)NC(C)C(=O)Cl)cc1, c1ccncc1. The product is Cc1ccc(S(=O)(=O)NC(C)C(=O)Oc2c[nH]c(-c3ccccc3)c2)cc1. RXN SMILES: [CH2:42]1[O:43][CH2:44][CH2:45][CH2:46]1.[OH:14][c:15]1[cH:16][nH:17][c:18](-[c:20]2[cH:21][cH:22][cH:23][cH:24][cH:25]2)[cH:19]1.[OH:7][C:8]([C:9]([F:10])([F:11])[F:12])=[O:13].[S:26](=[O:27])(=[O:28])([c:29]1[cH:30][cH:31][c:32]([CH3:33])[cH:34][cH:35]1)[NH:36][CH:37]([CH3:38])[C:39](=[O:40])[Cl:41].[cH:1]1[cH:2][cH:3][n:4][cH:5][cH:6]1>>[O:14]([c:15]1[cH:16][nH:17][c:18](-[c:20]2[cH:21][cH:22][cH:23][cH:24][cH:25]2)[cH:19]1)[C:39]([CH:37]([NH:36][S:26](=[O:27])(=[O:28])[c:29]1[cH:30][cH:31][c:32]([CH3:33])[cH:34][cH:35]1)[CH3:38])=[O:40].